This data is from the Open Reaction Database (ORD), a public repository of structured organic reaction records. The task is: describe an organic reaction: reactants, conditions, products, and yield Reactants: CCOC(=O)c1ccc(NC(=O)c2ccc3c(c2)N(S(=O)(=O)c2cc(Cl)ccc2OC)CCO3)cc1, CO, Cl, [Na+], C1CCOC1, [OH-]. Product: COc1ccc(Cl)cc1S(=O)(=O)N1CCOc2ccc(C(=O)Nc3ccc(C(=O)O)cc3)cc21. RXN SMILES: [CH2:1]([CH3:2])[O:3][C:4]([c:5]1[cH:6][cH:7][c:8]([NH:11][C:12](=[O:13])[c:14]2[cH:15][cH:16][c:17]3[c:18]([cH:35]2)[N:19]([S:23](=[O:24])(=[O:25])[c:26]2[c:27]([O:33][CH3:34])[cH:28][cH:29][c:30]([Cl:32])[cH:31]2)[CH2:20][CH2:21][O:22]3)[cH:9][cH:10]1)=[O:36].[CH3:45][OH:46].[ClH:39].[Na+:38].[O:40]1[CH2:41][CH2:42][CH2:43][CH2:44]1.[OH-:37]>>[O:3]=[C:4]([c:5]1[cH:6][cH:7][c:8]([NH:11][C:12](=[O:13])[c:14]2[cH:15][cH:16][c:17]3[c:18]([cH:35]2)[N:19]([S:23](=[O:24])(=[O:25])[c:26]2[c:27]([O:33][CH3:34])[cH:28][cH:29][c:30]([Cl:32])[cH:31]2)[CH2:20][CH2:21][O:22]3)[cH:9][cH:10]1)[OH:36]. Starting materials: C(C)OC(=O)C1=C(C2=C(N(C1=O)CC1=CC=CC=C1)SC=C2C)O (7-benzyl-4-hydroxy-3-methyl-6-oxo-6,7-dihydro-thieno[2,3-b]pyridine-5-carboxylic acid ethyl ester), C(C)OC(=O)C1=C(C2=C(N(C1=O)CC1=CC=CC=C1)SC=C2)N2CCN(CC2)C(=O)C=2SC=CC2 (7-benzyl-6-oxo-4-[4-(thiophene-2-carbonyl)-piperazin-1-yl]-6,7-dihydro-thieno[2,3-b]pyridine-5-carboxylic acid ethyl ester). Product: C(C)OC(=O)C1=C(C2=C(N(C1=O)CC1=CC=CC=C1)SC=C2C)N2CCN(CC2)C(=O)C=2SC=CC2 (7-benzyl-3-methyl-6-oxo-4-[4-(thiophene-2-carbonyl)-piperazin-1-yl]-6,7-dihydro-thieno[2,3-b]pyrdine-5-carboxylic acid ethyl ester). Isolated yield 16.0%. Reaction SMILES: [CH2:1]([O:3][C:4]([C:6]1[C:11](=[O:12])[N:10]([CH2:13][C:14]2[CH:19]=[CH:18][CH:17]=[CH:16][CH:15]=2)[C:9]2[S:20][CH:21]=[C:22]([CH3:23])[C:8]=2[C:7]=1O)=[O:5])[CH3:2].C(OC(C1C(=O)N(CC2C=CC=CC=2)C2SC=CC=2C=1[N:47]1[CH2:52][CH2:51][N:50]([C:53]([C:55]2[S:56][CH:57]=[CH:58][CH:59]=2)=[O:54])[CH2:49][CH2:48]1)=O)C>>[CH2:1]([O:3][C:4]([C:6]1[C:11](=[O:12])[N:10]([CH2:13][C:14]2[CH:19]=[CH:18][CH:17]=[CH:16][CH:15]=2)[C:9]2[S:20][CH:21]=[C:22]([CH3:23])[C:8]=2[C:7]=1[N:47]1[CH2:52][CH2:51][N:50]([C:53]([C:55]2[S:56][CH:57]=[CH:58][CH:59]=2)=[O:54])[CH2:49][CH2:48]1)=[O:5])[CH3:2]. Procedure: This compound was prepared from 7-benzyl-4-hydroxy-3-methyl-6-oxo-6,7-dihydro-thieno[2,3-b]pyrdine-5-carboxylic acid ethyl ester (61) by applying the method described for the preparation of 7-benzyl-6-oxo-4-[4-(thiophene-2-carbonyl)-piperazin-1-yl]-6,7-dihydro-thieno[2,3-b]pyridine-5-carboxylic acid ethyl ester (62). Yield 16%; MP 195° C. 1H-NMR (DMSO-d6) δ 1.29 (t, J=7.2 Hz, 3H), 2.53 (d, J=1.2 Hz, 3H), 4.29 (q, J=7.2 Hz, 2H), 5.27 (s, 2H), 6.94 (d, J=1.2 Hz, 1H), 7.16 (m, 1H) 7.28 (m, 3H), 7.3... Reactants: [N+](=O)([O-])C1=CC=C(C=C1)OC(=O)C=1C2=C(C(=NC1)OC)OC(=C2)CC (2-ethyl-7-methoxyfuro[2,3-c]pyridine-4-carboxylic acid 4-nitrophenyl ester), FC1=C(N)C(=CC=C1)F (2,6-difluoroaniline). The product is FC1=C(C(=CC=C1)F)NC(=O)C=1C2=C(C(=NC1)OC)OC(=C2)CC (2-Ethyl-7-methoxyfuro[2,3-c]pyridine-4-carboxylic acid (2,6-difluorophenyl)amide). Reaction SMILES: [N+](C1C=CC(O[C:11]([C:13]2[C:14]3[CH:23]=[C:22]([CH2:24][CH3:25])[O:21][C:15]=3[C:16]([O:19][CH3:20])=[N:17][CH:18]=2)=[O:12])=CC=1)([O-])=O.[F:26][C:27]1[CH:33]=[CH:32][CH:31]=[C:30]([F:34])[C:28]=1[NH2:29]>>[F:26][C:27]1[CH:33]=[CH:32][CH:31]=[C:30]([F:34])[C:28]=1[NH:29][C:11]([C:13]1[C:14]2[CH:23]=[C:22]([CH2:24][CH3:25])[O:21][C:15]=2[C:16]([O:19][CH3:20])=[N:17][CH:18]=1)=[O:12]. Procedure details: Starting from 2-ethyl-7-methoxyfuro[2,3-c]pyridine-4-carboxylic acid 4-nitrophenyl ester (0.10 g) and 2,6-difluoroaniline (0.093 ml). Purification by column chromatography on silica with 30% ethyl acetate in hexane plus 1% ammonia solution, followed by trituration with ether gave the title compound (0.040 g) as a white solid. The reactants are ClC=1C(=NC=CN1)C1CN(C1)C(=O)OC(C)(C)C (tert-butyl 3-(3-chloropyrazin-2-yl)azetidine-1-carboxylate). The solvent is Cl.CO (HCl MeOH). Yields the product Cl.N1CC(C1)C1=NC=CN=C1Cl (2-azetidin-3-yl-3-chloro-pyrazine hydrochloride). Yield: 199.0%. Reaction SMILES: [Cl:1][C:2]1[C:3]([CH:8]2[CH2:11][N:10](C(OC(C)(C)C)=O)[CH2:9]2)=[N:4][CH:5]=[CH:6][N:7]=1>Cl.CO>[ClH:1].[NH:10]1[CH2:11][CH:8]([C:3]2[C:2]([Cl:1])=[N:7][CH:6]=[CH:5][N:4]=2)[CH2:9]1 |f:1.2,3.4|. Procedure details: A solution of compound (7) (540 mg, 2.0 mmol) in 2N HCl/MeOH (20 mL) was stirred at RT for 30 min according to Preparation 2. The reaction mixture was concentrated to give compound (8) (440 mg, 1.99 mmol, yield 99.7%). Reactants: C(C)(C)C=1C=C(C=C(C1OC)C(C)C)C=CC(=O)OC (Methyl 3-(3,5-diisopropyl-4-methoxyphenyl)acrylate), CCCCCC (hexane), C(C)(C)C=1C=C(C=O)C=C(C1OC)C(C)C (3,5-diisopropyl-4-methoxybenzaldehyde), C1=CC=C(C=C1)P(C2=CC=CC=C2)C3=CC=CC=C3 (Ph3P). Run in C(C)OCC.CCCCCC (diethyl ether hexane). Conditions: temperature 50 celsius. The product is COC(=O)/C=C/C1=CC(=C(C(=C1)C(C)C)O)C(C)C ((E)-4-(2-Methoxycarbonylvinyl)-2,6-diisopropylphenol). As a reaction SMILES: [CH:1]([C:4]1[CH:5]=[C:6]([CH:15]=[CH:16][C:17]([O:19][CH3:20])=[O:18])[CH:7]=[C:8]([CH:12]([CH3:14])[CH3:13])[C:9]=1[O:10]C)([CH3:3])[CH3:2].C(C1C=C(C=C(C(C)C)C=1OC)C=O)(C)C.C1C=CC(P(C2C=CC=CC=2)C2C=CC=CC=2)=CC=1.CCCCCC>C(OCC)C.CCCCCC>[CH3:20][O:19][C:17](/[CH:16]=[CH:15]/[C:6]1[CH:7]=[C:8]([CH:12]([CH3:14])[CH3:13])[C:9]([OH:10])=[C:4]([CH:1]([CH3:3])[CH3:2])[CH:5]=1)=[O:18] |f:4.5|. Reported procedure: Methyl 3-(3,5-diisopropyl-4-methoxyphenyl)acrylate. 3,5-diisopropyl-4-methoxybenzaldehyde (881 mg) free powder. Ph3P═CHCOOCH3 (1.7 g) was added, followed by 10 mL of hexane. The reaction mixture was heated at 50° C. for 24 hours, and the resulting mixture was loaded on a silica-gel column. Chromatography, with diethyl ether:hexane (10:90) as the eluent, provided the ester (944 mg). The reactants are COC1=CC=CC=2CNCCOC21 (9-(methyloxy)-2,3,4,5-tetrahydro-1,4-benzoxazepine), C(C)(=O)O (acetic acid), Br (HBr), C(C)OCC (diethyl ether). Conditions: temperature 80 celsius, time 30 minute. The product is Br.O1CCNCC2=C1C(=CC=C2)O (2,3,4,5-tetrahydro-1,4-benzoxazepin-9-ol hydrobromide). RXN SMILES: C[O:2][C:3]1[C:13]2[O:12][CH2:11][CH2:10][NH:9][CH2:8][C:7]=2[CH:6]=[CH:5][CH:4]=1.C(O)(=O)C.C(OCC)C.[BrH:23]>>[BrH:23].[O:12]1[C:13]2[C:3]([OH:2])=[CH:4][CH:5]=[CH:6][C:7]=2[CH2:8][NH:9][CH2:10][CH2:11]1 |f:4.5|. Reported procedure: A suspension of 9-(methyloxy)-2,3,4,5-tetrahydro-1,4-benzoxazepine (Preparation 84) (43.4 g, 242 mmol) in 33% HBr in acetic acid (300 ml, 1823 mmol) was heated at 80° C. overnight. The mixture was allowed to cool to room temperature then treated with diethyl ether (300 ml) and stirred for 30 minutes. The resulting solid was collected by filtration, washed with diethyl ether (300 ml) and dried under vacuum at 40° C. to give the title compound as a pale brown powder (55.1 g)